This data is from the Open Reaction Database (ORD), a public repository of structured organic reaction records. The task is: describe an organic reaction: reactants, conditions, products, and yield Yields the product NNC1=NOCc2ccc(Cl)cc21. RXN SMILES: [CH3:15][CH2:16][OH:17].[Cl:1][C:2]1=[N:3][O:4][CH2:5][c:6]2[c:7]1[cH:8][c:9]([Cl:12])[cH:10][cH:11]2.[NH2:13][NH2:14]>>[C:2]1([NH:13][NH2:14])=[N:3][O:4][CH2:5][c:6]2[c:7]1[cH:8][c:9]([Cl:12])[cH:10][cH:11]2. Reactants: CCO, ClC1=NOCc2ccc(Cl)cc21, NN. Reactants: CNC(C)(C)C (N,2-dimethylpropan-2-amine), CN(C)C(=[N+](C)C)ON1C2=C(C=CC=C2)N=N1.[B-](F)(F)(F)F (TBTU), CCN(C(C)C)C(C)C (DIEA), C1(CC1)C=1C=CC(=NC1S(=O)(=O)CC(C)C)C(=O)O (5-cyclopropyl-6-(isobutylsulfonyl)picolinic acid). The product is C(C)(C)(C)N(C(=O)C1=NC(=C(C=C1)C1CC1)S(=O)(=O)CC(C)C)C (5-Cyclopropyl-6-(2-methyl-propane-1-sulfonyl)-pyridine-2-carboxylic acid tert-butyl-methyl-amide). Reaction SMILES: [CH:1]1([C:4]2[CH:5]=[CH:6][C:7]([C:17]([OH:19])=O)=[N:8][C:9]=2[S:10]([CH2:13][CH:14]([CH3:16])[CH3:15])(=[O:12])=[O:11])[CH2:3][CH2:2]1.[CH3:20][NH:21][C:22]([CH3:25])([CH3:24])[CH3:23].CN(C(ON1N=NC2C=CC=CC1=2)=[N+](C)C)C.[B-](F)(F)(F)F.CCN(C(C)C)C(C)C>>[C:22]([N:21]([CH3:20])[C:17]([C:7]1[CH:6]=[CH:5][C:4]([CH:1]2[CH2:2][CH2:3]2)=[C:9]([S:10]([CH2:13][CH:14]([CH3:15])[CH3:16])(=[O:11])=[O:12])[N:8]=1)=[O:19])([CH3:25])([CH3:24])[CH3:23] |f:2.3|. Procedure details: In analogy to the procedure described in Example 47 b), 5-cyclopropyl-6-(isobutylsulfonyl)picolinic acid was reacted with N,2-dimethylpropan-2-amine (CAN 94896-77-2) in the presence of TBTU and DIEA to give the title compound as white solid; MS (EI): m/e=353.5 [MH+]. Conditions: temperature 25 celsius, time 20 hour. Isolated yield 42.2%. Solvent: C(C)OCC (diethyl ether), C(Cl)Cl (methylene chloride). The product is N1=C(C=CC=C1)NC(=S)N1CCN(CC1)C(=O)OC(C)(C)C (tert-butyl 4-(pyridin-2-ylcarbamothioyl)piperazine-1-carboxylate). As a reaction SMILES: [NH2:1][C:2]1[CH:7]=[CH:6][CH:5]=[CH:4][N:3]=1.[C:8](C1NC=CN=1)(C1NC=CN=1)=[S:9].[N:20]1([C:26]([O:28][C:29]([CH3:32])([CH3:31])[CH3:30])=[O:27])[CH2:25][CH2:24][NH:23][CH2:22][CH2:21]1>C(Cl)Cl.C(OCC)C>[N:3]1[CH:4]=[CH:5][CH:6]=[CH:7][C:2]=1[NH:1][C:8]([N:23]1[CH2:24][CH2:25][N:20]([C:26]([O:28][C:29]([CH3:32])([CH3:31])[CH3:30])=[O:27])[CH2:21][CH2:22]1)=[S:9]. The reactants are NC1=NC=CC=C1 (2-aminopyridine), C(=S)(C=1NC=CN1)C=1NC=CN1 (thiocarbonyl diimidazole), N1(CCNCC1)C(=O)OC(C)(C)C (tert-butyl piperazine-1-carboxylate). Procedure details: Part A: To a solution of 2-aminopyridine (9.41 g, 100 mmol) in methylene chloride (200 mL) at 25° C. was added thiocarbonyl diimidazole (18.75 g, 100 mmol), and the resulting mixture was stirred at 25° C. for 20 h. To the reaction mixture then was added tert-butyl piperazine-1-carboxylate (18.60 g, 100 mmol), and the resulting mixture was stirred at 25° C. for another 24 h. The mixture was diluted with diethyl ether, washed with water (×3) and brine, dried over anhyd. sodium sulfate, filtered, a... Reactants: ClC1=C(C=CC(=C1)Cl)C=1N=C(C(=NC1CC)N[C@H]1[C@H](CC2=CC=CC=C12)O)CC ((1R,2S)-1-{[5-(2,4-dichlorophenyl)-3,6-diethylpyrazin-2-yl]amino}-2,3-dihydro-1H-inden-2-ol), BrC=1N=C(C(=NC1CC)NC1CCCC2=C(C=CC=C12)OC)CC (5-bromo-3,6-diethyl-N-(5-methoxy-1,2,3,4-tetrahydronaphthalen-1-yl)pyrazin-2-amine). Product: ClC1=C(C=CC(=C1)Cl)C=1N=C(C(=NC1CC)NC1CCCC2=C(C=CC=C12)OC)CC (5-(2,4-dichlorophenyl)-3,6-diethyl-N-(5-methoxy-1,2,3,4-tetrahydronaphthalen-1-yl)pyrazin-2-amine). Reaction SMILES: [Cl:1][C:2]1[CH:7]=[C:6]([Cl:8])[CH:5]=[CH:4][C:3]=1C1N=C(CC)C(N[C@@H]2C3C(=CC=CC=3)C[C@@H]2O)=NC=1CC.Br[C:31]1[N:32]=[C:33]([CH2:52][CH3:53])[C:34]([NH:39][CH:40]2[C:49]3[C:44](=[C:45]([O:50][CH3:51])[CH:46]=[CH:47][CH:48]=3)[CH2:43][CH2:42][CH2:41]2)=[N:35][C:36]=1[CH2:37][CH3:38]>>[Cl:1][C:2]1[CH:7]=[C:6]([Cl:8])[CH:5]=[CH:4][C:3]=1[C:31]1[N:32]=[C:33]([CH2:52][CH3:53])[C:34]([NH:39][CH:40]2[C:49]3[C:44](=[C:45]([O:50][CH3:51])[CH:46]=[CH:47][CH:48]=3)[CH2:43][CH2:42][CH2:41]2)=[N:35][C:36]=1[CH2:37][CH3:38]. Reported procedure: Following the procedure for the preparation of (1R,2S)-1-{[5-(2,4-dichlorophenyl)-3,6-diethylpyrazin-2-yl]amino}-2,3-dihydro-1H-inden-2-ol but substituting 5-bromo-3,6-diethyl-N-(5-methoxy-1,2,3,4-tetrahydronaphthalen-1-yl)pyrazin-2-amine and making non-critical variations provided the title compound as a oil: 1H NMR (400 MHz, CDCl3) δ) 7.51, 7.33, 7.23, 7.07, 6.81, 5.50, 4.68, 3.89, 2.87-2.80, 2.72-2.61, 2.12-2.01, 1.91, 1.30-1.19; HRMS (FAB) calcd for C25H27Cl2N3O+H 456.1609, found 456.1627. Reactants: C1(=CC=CC=C1)S(=O)(=O)CC=1SC=C(N1)C=1C(NC2=CC(=CC=C2C1)C(=O)O)=O (3-(2-benzenesulfonylmethyl-thiazol-4-yl)-1H-quinolin-2-one-7-carboxylic acid), C(CCl)Cl (EDC), C=1C=CC2=C(C1)N=NN2O (HOBt), CN1CCNCC1 (1-methyl piperazine). Reagents/catalysts: CN(C)C=1C=CN=CC1 (DMAP). Solvent: CN(C)C=O (DMF), O (H2O). Conditions: time 24 hour. Product: C1(=CC=CC=C1)S(=O)(=O)CC=1SC=C(N1)C=1C(NC2=CC(=CC=C2C1)C(=O)N1CCN(CC1)C)=O (3-(2-benzenesulfonylmethyl-thiazol-4-yl)-7-(4-methyl-piperazine-1-carbonyl)-1H-quinolin-2-one). Reaction SMILES: [C:1]1([S:7]([CH2:10][C:11]2[S:12][CH:13]=[C:14]([C:16]3[C:17](=[O:29])[NH:18][C:19]4[C:24]([CH:25]=3)=[CH:23][CH:22]=[C:21]([C:26](O)=[O:27])[CH:20]=4)[N:15]=2)(=[O:9])=[O:8])[CH:6]=[CH:5][CH:4]=[CH:3][CH:2]=1.C(Cl)CCl.C1C=CC2N(O)N=NC=2C=1.[CH3:44][N:45]1[CH2:50][CH2:49][NH:48][CH2:47][CH2:46]1>CN(C1C=CN=CC=1)C.O.CN(C=O)C>[C:1]1([S:7]([CH2:10][C:11]2[S:12][CH:13]=[C:14]([C:16]3[C:17](=[O:29])[NH:18][C:19]4[C:24]([CH:25]=3)=[CH:23][CH:22]=[C:21]([C:26]([N:48]3[CH2:49][CH2:50][N:45]([CH3:44])[CH2:46][CH2:47]3)=[O:27])[CH:20]=4)[N:15]=2)(=[O:8])=[O:9])[CH:2]=[CH:3][CH:4]=[CH:5][CH:6]=1. Reported procedure: A solution of 3-(2-benzenesulfonylmethyl-thiazol-4-yl)-1H-quinolin-2-one-7-carboxylic acid (step (h), 0.1 g, 0.2 mmol), EDC (0.08 g, 0.4 mmol), HOBt (0.08 g, 0.6 mmol), DMAP (4 mg), and 4 mL of DMF were stirred for 15 min, and then 1-methyl piperazine (0.13 mL, 1.2 mmol) was added. The reaction was stirred at RT for 24 h. The reaction was diluted with 50 mL of H2O and extracted with EtOAc (4×). The combined EtOAc layers were washed with 0.5N HCl, saturated NaHCO3, and brine. The acidic aqueous l... RXN SMILES: [C:1]1([CH:8]=[CH:7][C:5]([OH:6])=[CH:4][CH:3]=1)O.Br[CH2:10][CH2:11][CH2:12][CH2:13][CH2:14][CH2:15][CH2:16][CH2:17][CH2:18][CH3:19].[C:20](=[O:23])([O-])[O-].[K+].[K+].[C:26](#N)[CH3:27]>O>[CH2:10]([O:6][C:5]1[CH:7]=[CH:8][C:1]([O:23][CH2:20][CH2:10][CH2:11][CH2:12][CH2:13][CH2:14][CH2:15][CH2:16][CH2:26][CH3:27])=[CH:3][CH:4]=1)[CH2:11][CH2:12][CH2:13][CH2:14][CH2:15][CH2:16][CH2:17][CH2:18][CH3:19] |f:2.3.4|. The product is C(CCCCCCCCC)OC1=CC=C(C=C1)OCCCCCCCCCC (1,4-didecyloxybenzene). Procedure: A 3 liter round bottom flask was charged with hydroquinone (75 g, 0.681 moles), bromodecane (461 g, 2.08 moles), potassium carbonate (290 g, 2.09 moles), and acetonitrile (1500 mL). The flask was fitted with a mechanical stirrer and two reflux condensers. The flask was heated with stirring under nitrogen for 3 days. The flask was allowed to cool to ambient temperature, and water (2 liters) was added. The resulting solids were broken up by being shaken with water. The collected solids were air dr... Starting materials: C1(O)=CC=C(O)C=C1 (hydroquinone), BrCCCCCCCCCC (bromodecane), C([O-])([O-])=O.[K+].[K+] (potassium carbonate), C(C)#N (acetonitrile). The solvent is O (water), O (water). Run at time 3 day.